From a dataset of the Open Reaction Database (ORD), a public repository of structured organic reaction records. describe an organic reaction: reactants, conditions, products, and yield Starting materials: [Li]C(C)(C)C, C1CCOC1, CCNC(=O)c1cccs1, CCCCC, CC=O. The product is CCNC(=O)c1sccc1CO. As a reaction SMILES: [C:11]([Li:12])([CH3:13])([CH3:14])[CH3:15].[CH2:19]1[O:20][CH2:21][CH2:22][CH2:23]1.[CH2:1]([CH3:2])[NH:3][C:4](=[O:5])[c:6]1[s:7][cH:8][cH:9][cH:10]1.[CH3:24][CH2:25][CH2:26][CH2:27][CH3:28].[CH:16]([CH3:17])=[O:18]>>[CH2:1]([CH3:2])[NH:3][C:4](=[O:5])[c:6]1[s:7][cH:8][cH:9][c:10]1[CH2:16][OH:18]. Starting materials: ClC1=CC(=CC=C1)C(=O)OO (m-Chloroperbenzoic acid), ClC(C(=O)OC(C)(C)C)N1C(C(C1SCC#CCC1=CC=CC=C1)NC(C1=CC=CC=C1)(C1=CC=CC=C1)C1=CC=CC=C1)=O (1-(1-chloro-1-t-butoxycarbonylmethyl)-4-(4-phenylbut-2-ynylthio)-3-(triphenylmethylamino)azetidin-2-one). Run in C(C)O (ethanol), C(C)O (ethanol), C(C)O (ethanol). Conditions: temperature 0 celsius, time 30 minute. Yields the product ClC(C(=O)OC(C)(C)C)N1C(C(C1S(=O)CC#CCC1=CC=CC=C1)NC(C1=CC=CC=C1)(C1=CC=CC=C1)C1=CC=CC=C1)=O (1-(1-chloro-1-tert-butoxycarbonylmethyl)-4-(4-phenylbut-2-ynylsulphinyl)-3-triphenylmethylamino-azetidin-2-one), foam. Yield: 91.0%. As a reaction SMILES: ClC1C=CC=C(C(OO)=[O:9])C=1.[Cl:12][CH:13]([N:21]1[CH:24]([S:25][CH2:26][C:27]#[C:28][CH2:29][C:30]2[CH:35]=[CH:34][CH:33]=[CH:32][CH:31]=2)[CH:23]([NH:36][C:37]([C:50]2[CH:55]=[CH:54][CH:53]=[CH:52][CH:51]=2)([C:44]2[CH:49]=[CH:48][CH:47]=[CH:46][CH:45]=2)[C:38]2[CH:43]=[CH:42][CH:41]=[CH:40][CH:39]=2)[C:22]1=[O:56])[C:14]([O:16][C:17]([CH3:20])([CH3:19])[CH3:18])=[O:15]>C(O)C>[Cl:12][CH:13]([N:21]1[CH:24]([S:25]([CH2:26][C:27]#[C:28][CH2:29][C:30]2[CH:35]=[CH:34][CH:33]=[CH:32][CH:31]=2)=[O:9])[CH:23]([NH:36][C:37]([C:38]2[CH:39]=[CH:40][CH:41]=[CH:42][CH:43]=2)([C:44]2[CH:45]=[CH:46][CH:47]=[CH:48][CH:49]=2)[C:50]2[CH:55]=[CH:54][CH:53]=[CH:52][CH:51]=2)[C:22]1=[O:56])[C:14]([O:16][C:17]([CH3:20])([CH3:19])[CH3:18])=[O:15]. Reported procedure: m-Chloroperbenzoic acid (30mg) in ethanol-free chloroform (3ml) was added in 10 minutes to a stirred solution of 1-(1-chloro-1-t-butoxycarbonylmethyl)-4-(4-phenylbut-2-ynylthio)-3-(triphenylmethylamino)azetidin-2-one (99mg) in ethanol-free chloroform (3ml) at 0°C. The mixture was stirred for a further 30 minutes at 0°C. The reaction mixture was diluted with ethanol-free chloroform (10ml) and washed successively with saturated sodium bicarbonate solution (5ml) and brine (2 × 5ml). The dried(MgSO4... The reactants are O=C1N(C2=CC=CC=C2C12C1=C(OC2)C=C2OCCC2=C1)CC=1OC=C(N1)C(=O)O (2-[(2′-oxo-5,6-dihydrospiro[benzo[1,2-b:5,4-b′]difuran-3,3′-indol]-1′(2′H)-yl)methyl]-1,3-oxazole-4-carboxylic acid), O=C1N(C2=CC=CC=C2C12C1=C(OC2)C=C2OCCC2=C1)CC1=CC=C(O1)C(=O)O (5-[(2′-oxo-5,6-dihydrospiro[benzo[1,2-b:5,4-b′]difuran-3,3-indol]-1′(2′H)-yl)methyl]furan-2-carboxylic acid). The product is CN(C(=O)C=1N=C(OC1)CN1C(C2(C3=CC=CC=C13)C1=C(OC2)C=C2OCCC2=C1)=O)C (N,N-dimethyl-2-[(2′-oxo-5,6-dihydrospiro[benzo[1,2-b:5,4-b′]difuran-3,3′-indol]-1′(2′H)-yl)methyl]-1,3-oxazole-4-carboxamide). Reaction SMILES: [O:1]=[C:2]1[C:10]2([CH2:14][O:13][C:12]3[CH:15]=[C:16]4[C:20](=[CH:21][C:11]2=3)[CH2:19][CH2:18][O:17]4)[C:9]2[C:4](=[CH:5][CH:6]=[CH:7][CH:8]=2)[N:3]1[CH2:22][C:23]1[O:24][CH:25]=[C:26]([C:28](O)=[O:29])[N:27]=1.O=[C:32]1C2(COC3C=C4C(=CC2=3)CCO4)C2[C:34](=CC=CC=2)[N:33]1CC1OC(C(O)=O)=CC=1>>[CH3:32][N:33]([CH3:34])[C:28]([C:26]1[N:27]=[C:23]([CH2:22][N:3]2[C:4]3[C:9](=[CH:8][CH:7]=[CH:6][CH:5]=3)[C:10]3([CH2:14][O:13][C:12]4[CH:15]=[C:16]5[C:20](=[CH:21][C:11]3=4)[CH2:19][CH2:18][O:17]5)[C:2]2=[O:1])[O:24][CH:25]=1)=[O:29]. Procedure: Following the procedure as described in EXAMPLE 13.1 and making non-critical variations using 2-[(2′-oxo-5,6-dihydrospiro[benzo[1,2-b:5,4-b′]difuran-3,3′-indol]-1′(2′H)-yl)methyl]-1,3-oxazole-4-carboxylic acid to replace 5-[(2′-oxo-5,6-dihydrospiro[benzo[1,2-b:5,4-b′]difuran-3,3-indol]-1′(2′H)-yl)methyl]furan-2-carboxylic acid, N,N-dimethyl-2-[(2′-oxo-5,6-dihydrospiro[benzo[1,2-b:5,4-b′]difuran-3,3′-indol]-1′(2′H)-yl)methyl]-1,3-oxazole-4-carboxamide was obtained (3.0%) as a colorless solid: 1H ... The reactants are COC(C1=CC(=C(C=C1)C#C[Si](C)(C)C)OCCCOC)=O (3-(3-methoxy-propoxy)-4-trimethylsilanylethynyl-benzoic acid methyl ester), [OH-].[K+] (KOH). Run in CO (MeOH). Conditions: time 15 hour. The product is C(#C)C1=C(C=C(C(=O)O)C=C1)OCCCOC (4-Ethynyl-3-(3-methoxy-propoxy)-benzoic acid). Reaction SMILES: C[O:2][C:3](=[O:22])[C:4]1[CH:9]=[CH:8][C:7]([C:10]#[C:11][Si](C)(C)C)=[C:6]([O:16][CH2:17][CH2:18][CH2:19][O:20][CH3:21])[CH:5]=1.[OH-].[K+]>CO>[C:10]([C:7]1[CH:8]=[CH:9][C:4]([C:3]([OH:22])=[O:2])=[CH:5][C:6]=1[O:16][CH2:17][CH2:18][CH2:19][O:20][CH3:21])#[CH:11] |f:1.2|. Reported procedure: To a solution of 3-(3-methoxy-propoxy)-4-trimethylsilanylethynyl-benzoic acid methyl ester (16.49 mmol) in MeOH (40 mL) is added KOH (1 N, 24.7 mL, 24.7 mmol). The resulting mixture is stirred at RT for 15 h and concentrated under reduced pressure. The residue was taken up in HCl (2 N, 100 mL) and extracted with AcOEt (100 mL×3). The combined organic extracts are washed with brine, dried over anhydrous sodium sulfate and concentrated under reduced pressure to afford the title as a yellow oil whi... Reactants: C[Si](CCOC(C(CC(=CCC=1C(=C2C(OCC2=C(C1OC)C)=O)OCC[Si](C)(C)C)C)CC=CCP(=O)(OC)O)=O)(C)C (2-[4-(hydroxy-methoxy-phosphoryl)-but-2-enyl]-6-[6-methoxy-7-methyl-3-oxo-4-(2-trimethylsilanyl-ethoxy)-1,3-dihydro-isobenzofuran-5-yl]-4-methyl-hex-4-enoic acid 2-trimethylsilanylethyl ester), CCCC[N+](CCCC)(CCCC)CCCC.[F-] (TBAF). The solvent is C1CCOC1 (THF). Reaction conditions: time 16 hour. The product is OC1=C2C(OCC2=C(C(=C1CC=C(CC(C(=O)O)CC=CCP(=O)(OC)O)C)OC)C)=O (6-(4-Hydroxy-6-methoxy-7-methyl-3-oxo-1,3-dihydro-isobenzofuran-5-yl)-2-[4-(hydroxy-methoxy-phosphoryl)-but-2-enyl]-4-methyl-hex-4-enoic acid). Isolated yield 100.1%. Reaction SMILES: C[Si](C)(C)CC[O:5][C:6](=[O:42])[CH:7]([CH2:33][CH:34]=[CH:35][CH2:36][P:37]([OH:41])([O:39][CH3:40])=[O:38])[CH2:8][C:9]([CH3:32])=[CH:10][CH2:11][C:12]1[C:13]([O:25]CC[Si](C)(C)C)=[C:14]2[C:18](=[C:19]([CH3:23])[C:20]=1[O:21][CH3:22])[CH2:17][O:16][C:15]2=[O:24].CCCC[N+](CCCC)(CCCC)CCCC.[F-]>C1COCC1>[OH:25][C:13]1[C:12]([CH2:11][CH:10]=[C:9]([CH3:32])[CH2:8][CH:7]([CH2:33][CH:34]=[CH:35][CH2:36][P:37]([OH:41])([O:39][CH3:40])=[O:38])[C:6]([OH:42])=[O:5])=[C:20]([O:21][CH3:22])[C:19]([CH3:23])=[C:18]2[C:14]=1[C:15](=[O:24])[O:16][CH2:17]2 |f:1.2|. Reported procedure: To a solution of 2-[4-(hydroxy-methoxy-phosphoryl)-but-2-enyl]-6-[6-methoxy-7-methyl-3-oxo-4-(2-trimethylsilanyl-ethoxy)-1,3-dihydro-isobenzofuran-5-yl]-4-methyl-hex-4-enoic acid 2-trimethylsilanylethyl ester (11 mg, 0.016 mmol) in THF (1 mL) was added TBAF (50 μL, 1M solution in THF) at room temperature. The solution was stirred for 16 hours and concentrated. The solution was dried under reduced pressure and re-suspended in DMF (0.8 mL) and water (0.25 mL). The solution was filtered through Acr... Starting materials: OC=1C(=C2CCC(OC2=C(C1C)C)(C(=O)NCCCCO)C)C (6-hydroxy-N-(4-hydroxybutyl)-2,5,7,8-tetramethylchroman-2-carboxamide), O=[N+]([O-])[O-].[O-][N+]([O-])=O.[O-][N+]([O-])=O.[O-][N+]([O-])=O.[O-][N+]([O-])=O.[O-][N+]([O-])=O.[Ce+4].[NH4+].[NH4+] (CAN). Yields the product OC(C(=O)NCCCCO)(CCC1=C(C(C(=C(C1=O)C)C)=O)C)C (2-hydroxy-N-(4-hydroxybutyl)-2-methyl-4-(2,4,5-trimethyl-3,6-dioxocyclohexa-1,4-dienyl)butanamide). Reaction SMILES: [OH:1][C:2]1[C:3]([CH3:23])=[C:4]2[C:9](=[C:10]([CH3:13])[C:11]=1[CH3:12])[O:8][C:7]([CH3:22])([C:14]([NH:16][CH2:17][CH2:18][CH2:19][CH2:20][OH:21])=[O:15])[CH2:6][CH2:5]2.[O:24]=[N+]([O-])[O-].[O-][N+](=O)[O-].[O-][N+](=O)[O-].[O-][N+](=O)[O-].[O-][N+](=O)[O-].[O-][N+](=O)[O-].[Ce+4].[NH4+].[NH4+]>>[OH:24][C:7]([CH3:22])([CH2:6][CH2:5][C:4]1[C:9](=[O:8])[C:10]([CH3:13])=[C:11]([CH3:12])[C:2](=[O:1])[C:3]=1[CH3:23])[C:14]([NH:16][CH2:17][CH2:18][CH2:19][CH2:20][OH:21])=[O:15] |f:1.2.3.4.5.6.7.8.9|. Procedure details: Oxidation as described in protocol B, using 100 mg (0.311 mmol) of 6-hydroxy-N-(4-hydroxybutyl)-2,5,7,8-tetramethylchroman-2-carboxamide and 375 mg CAN (0.685 mmol) yielded 2-hydroxy-N-(4-hydroxybutyl)-2-methyl-4-(2,4,5-trimethyl-3,6-dioxocyclohexa-1,4-dienyl)butanamide as a yellow solid. Reactants: ClC1=NC(=C2N=CN(C2=N1)C1CSCC1)Cl (2,6-dichloro-9-(tetrahydro-3-thienyl)-9H-purine), C(CCC)O (butanol), FC(OC1=CC=C(C=C1)N)(F)F (4-(trifluoro-methoxy)-benzenamine). Solvent: C(C)(C)O (isopropanol). Reaction conditions: time 20 hour. The product is ClC1=NC(=C2N=CN(C2=N1)C1CSCC1)NC1=CC=C(C=C1)OC(F)(F)F (2-chloro-9-(tetrahydro-3-thienyl)-N-[4-(trifluoromethoxy)-phenyl]-9H-purin-6-amine). As a reaction SMILES: [Cl:1][C:2]1[N:10]=[C:9]2[C:5]([N:6]=[CH:7][N:8]2[CH:11]2[CH2:15][CH2:14][S:13][CH2:12]2)=[C:4](Cl)[N:3]=1.C(O)CCC.[F:22][C:23]([F:33])([F:32])[O:24][C:25]1[CH:30]=[CH:29][C:28]([NH2:31])=[CH:27][CH:26]=1>C(O)(C)C>[Cl:1][C:2]1[N:10]=[C:9]2[C:5]([N:6]=[CH:7][N:8]2[CH:11]2[CH2:15][CH2:14][S:13][CH2:12]2)=[C:4]([NH:31][C:28]2[CH:29]=[CH:30][C:25]([O:24][C:23]([F:22])([F:32])[F:33])=[CH:26][CH:27]=2)[N:3]=1. Procedure details: The operation is carried out as in Stage 2 of Example 5 starting from 160 mg of the product obtained in Stage 1 of Example 5, 3 ml of butanol and using 0.081 ml of 4-(trifluoro-methoxy)-benzenamine in place of the benzylamine and the reaction medium is taken to a temperature of approximately 80 to 85° C. for approximately 20 hours, left to return to ambient temperature, diluted with 3 ml of isopropanol, placed for approximately one hour at a temperature of approximately 0° C., followed by separa... Starting materials: C(=O)(OCC1=CC=CC=C1)NCCC[C@@H](NC(C(C1=CC=CC=C1)C1=CC=CC=C1)=O)C(=O)NC(C)(C1=CC=CC=C1)C ((R)-N5 -(Cbz)-N2 -(Diphenylacetyl)-N-(1-methyl-1-phenylethyl)-ornithine amide), Cl (HCl). The reagents and catalysts are [Pd] (Pd/C). Run in CO (MeOH). The product is Cl.C1(=CC=CC=C1)C(C(=O)N[C@H](CCCN)C(=O)NC(C)(C1=CC=CC=C1)C)C1=CC=CC=C1 ((R)-N2 -(Diphenylacetyl)-N-(1-methyl-1-phenylethyl)ornithine amide hydrochloride). As a reaction SMILES: C([NH:11][CH2:12][CH2:13][CH2:14][C@H:15]([C:32]([NH:34][C:35]([CH3:43])([C:37]1[CH:42]=[CH:41][CH:40]=[CH:39][CH:38]=1)[CH3:36])=[O:33])[NH:16][C:17](=[O:31])[CH:18]([C:25]1[CH:30]=[CH:29][CH:28]=[CH:27][CH:26]=1)[C:19]1[CH:24]=[CH:23][CH:22]=[CH:21][CH:20]=1)(OCC1C=CC=CC=1)=O.[ClH:44]>CO.[Pd]>[ClH:44].[C:25]1([CH:18]([C:19]2[CH:20]=[CH:21][CH:22]=[CH:23][CH:24]=2)[C:17]([NH:16][C@@H:15]([C:32]([NH:34][C:35]([CH3:43])([C:37]2[CH:38]=[CH:39][CH:40]=[CH:41][CH:42]=2)[CH3:36])=[O:33])[CH2:14][CH2:13][CH2:12][NH2:11])=[O:31])[CH:26]=[CH:27][CH:28]=[CH:29][CH:30]=1 |f:4.5|. Reported procedure: Prepared according to the method described in Example 1(e) above from (R)-N5 -(Cbz)-N2 -(diphenylacetyl)-N-(1-methyl-1-phenylethyl)ornithine amide (4.21 g; from step (c) above) using 10% Pd/C (200 mg) in 150 mL of MeOH and 1 mL of concentrated HCl, yielding 3.88 g of sub-title compound. The reactants are CCOC(C)=O, CSCc1cnc(Cl)c(Cl)c1, O=C([O-])Cc1ccccc1CC(=O)OI, N#CN, [Na+], O, O=S([O-])O. Reaction SMILES: [CH3:36][CH2:37][O:38][C:39](=[O:40])[CH3:41].[Cl:1][c:2]1[n:3][cH:4][c:5]([CH2:9][S:10][CH3:11])[cH:6][c:7]1[Cl:8].[I:15][O:16][C:17](=[O:18])[CH2:19][c:20]1[c:21]([CH2:22][C:23]([O-:24])=[O:25])[cH:26][cH:27][cH:28][cH:29]1.[NH2:12][C:13]#[N:14].[Na+:34].[OH2:35].[S:30](=[O:31])([OH:32])[O-:33]>>[Cl:1][c:2]1[n:3][cH:4][c:5]([CH2:9][SH:10]=[N:14][C:13]#[N:12])[cH:6][c:7]1[Cl:8]. The product is N#CN=[SH]Cc1cnc(Cl)c(Cl)c1.